Dataset: the Open Reaction Database (ORD), a public repository of structured organic reaction records. Task: describe an organic reaction: reactants, conditions, products, and yield Reactants: C1OC=2C=C(C(C(=O)O)=CC2O1)O (4,5-Methylenedioxysalicylic acid), C(=O)(N1C=NC=C1)N1C=NC=C1 (carbonyldiimidazole), NC(CO)C (2-amino-1-propanol). The solvent is C(Cl)Cl (methylene chloride). Product: OC1=C(C(=O)NC(CO)C)C=C2C(=C1)OCO2 (2-(2-hydroxy-4,5-methylenedioxybenzamido)-1-propanol). Isolated yield 52.0%. As a reaction SMILES: [CH2:1]1[O:12][C:11]2[CH:10]=[C:6]([C:7]([OH:9])=O)[C:5]([OH:13])=[CH:4][C:3]=2[O:2]1.C(N1C=CN=C1)(N1C=CN=C1)=O.[NH2:26][CH:27]([CH3:30])[CH2:28][OH:29]>C(Cl)Cl>[OH:13][C:5]1[CH:4]=[C:3]2[O:2][CH2:1][O:12][C:11]2=[CH:10][C:6]=1[C:7]([NH:26][CH:27]([CH3:30])[CH2:28][OH:29])=[O:9]. Reported procedure: 4,5-Methylenedioxysalicylic acid was activated by carbonyldiimidazole in methylene chloride and combined with 2-amino-1-propanol in essentially an identical manner as for Example 1 above. An acidic quench and subsequent purification by flash chromatography (SiO2) using (1:1) hexane-ethyl acetate gave 2-(2-hydroxy-4,5-methylenedioxybenzamido)-1-propanol as a waxy white solid in 52% yield. The reactants are COC1=CC=C(C=C1)CN (4-methoxyphenylmethanamine), ClCCOCCC(=O)Cl (3-(2-chloroethoxy)propanoyl chloride). Product: ClCCOCCC(=O)NCC1=CC=C(C=C1)OC (3-(2-Chloroethoxy)-N-[(4methoxyphenyl)methyl]propanamide). RXN SMILES: [CH3:1][O:2][C:3]1[CH:8]=[CH:7][C:6]([CH2:9][NH2:10])=[CH:5][CH:4]=1.[Cl:11][CH2:12][CH2:13][O:14][CH2:15][CH2:16][C:17](Cl)=[O:18]>>[Cl:11][CH2:12][CH2:13][O:14][CH2:15][CH2:16][C:17]([NH:10][CH2:9][C:6]1[CH:7]=[CH:8][C:3]([O:2][CH3:1])=[CH:4][CH:5]=1)=[O:18]. Procedure details: Title compound was prepared starting from 4-methoxyphenylmethanamine and 3-(2-chloroethoxy)propanoyl chloride following the procedure outlined for Example 27A. 1H NMR (CDCl3): δ 2.38-2.41 (m, 2H), 2.60-2.63 (m, 2H), 3.54-3.60 (m, 2H), 3.66-3.69 (m, 2H), 3.80 (s, 3H), 4.45 (d, 2H, J=6.1 Hz), 6.12 (br t, 1H, D2O exchanged), 6.80-6.87 (m, 4H). Starting materials: C(C)(=O)O.N=C1NCCC(C1)C (2-imino-4-methylpiperidine acetate), NC1=NC(=CC=C1)C(F)(F)F (2-amino-6-(trifluoromethyl)pyridine). The product is C(C)(=O)O.N=C1NC(CCC1)C(F)(F)F (2-imino-6-(trifluoromethyl)piperidine acetate). Reaction SMILES: [C:1]([OH:4])(=[O:3])[CH3:2].N=C1CC(C)CCN1.[NH2:13][C:14]1[CH:19]=[CH:18][CH:17]=[C:16]([C:20]([F:23])([F:22])[F:21])[N:15]=1>>[C:1]([OH:4])(=[O:3])[CH3:2].[NH:13]=[C:14]1[CH2:19][CH2:18][CH2:17][CH:16]([C:20]([F:22])([F:21])[F:23])[NH:15]1 |f:0.1,3.4|. Procedure: The method of preparation of 2-imino-4-methylpiperidine acetate was used to convert 2-amino-6-(trifluoromethyl)pyridine to the title compound. Product was crystallized from EtOAc to give a white solid. The analysis of the product was found to be consistent with the proposed structure. MH+=167; 1H NMR (D2O): δ4.20-4.00 (m, 1H); 2.60-2.50 (m, 2H); 2.05-1.50 (m, 4H); 1.80 (s, 3H). As a reaction SMILES: [C:1]([O:5][C:6]([NH:8][C:9]1[S:13][N:12]=[C:11]([CH2:14][C:15]([O:17][CH2:18][CH3:19])=[O:16])[N:10]=1)=[O:7])([CH3:4])([CH3:3])[CH3:2].[CH2:20]([OH:23])[CH2:21][CH3:22]>>[C:1]([O:5][C:6]([NH:8][C:9]1[S:13][N:12]=[C:11]([CH:14]([CH:20]([OH:23])[CH2:21][CH3:22])[C:15]([O:17][CH2:18][CH3:19])=[O:16])[N:10]=1)=[O:7])([CH3:4])([CH3:3])[CH3:2]. Reactants: C(C)(C)(C)OC(=O)NC1=NC(=NS1)CC(=O)OCC (Ethyl α-(5-t-butoxycarbonylamino-1,2,4-thiadiazol-3-yl)acetate), C(CC)O (propanol). Procedure details: 1.0 g (3.5 mMol) of product from Example 28 were reacted with 0.76 ml (~10 mMol) of propanol for 5 days in the manner described in Example 29 and the separated into the erythro and threo forms by chromatography on silica gel using toluene/ethyl acetate 4:1. The product is C(C)(C)(C)OC(=O)NC1=NC(=NS1)C(C(=O)OCC)C(CC)O (Ethyl α-(5t-butoxycarbonylamino-1,2,4-thiadiazol-3-yl)-β-hydroxyvalerate). Starting materials: CC(=O)C1=CC(=CC=C1)Br (3-bromoacetophenone), BrC1=CC2=C(C=C1)OCO2 (4-bromo-1,2(methylendioxy)benzene), [Mg] (magnesium). Run in O1CCCC1 (tetrahydrofuran), O1CCCC1 (tetrahydrofuran), BrBr (bromine), O1CCCC1 (tetrahydrofuran). Run at time 3 hour. Yields the product BrC=1C=C(C=CC1)C(=C)C1=CC2=C(OCO2)C=C1 (5-[1-(3-Bromo-phenyl)-vinyl]-benzo[1,3]dioxole). Reaction SMILES: [Mg].Br[C:3]1[CH:8]=[CH:7][C:6]2[O:9][CH2:10][O:11][C:5]=2[CH:4]=1.[CH3:12][C:13]([C:15]1[CH:20]=[CH:19][CH:18]=[C:17]([Br:21])[CH:16]=1)=O>O1CCCC1.BrBr>[Br:21][C:17]1[CH:16]=[C:15]([C:13]([C:3]2[CH:8]=[CH:7][C:6]3[O:9][CH2:10][O:11][C:5]=3[CH:4]=2)=[CH2:12])[CH:20]=[CH:19][CH:18]=1. Procedure details: To a mixture of magnesium turnings (440 mg, 0.01 mol, 1.2 eq) in dry tetrahydrofuran (5 mL), was added 4-bromo-1,2(methylendioxy)benzene (3.1 g, 0.01 mol, 1.1 eq) in dry tetrahydrofuran (10 mL) and bromine (0.5 mL). The resulting solution was refluxed for 2 hours. Then the mixture was cooled at room temperature and a solution of 3-bromoacetophenone (3.0 g, 0.01 mol, 1 eq) in dry tetrahydrofuran (10 mL) was added dropwise and refluxed. After 3 hours the reaction mixture was examined by LC-MS whic...